This data is from the Open Reaction Database (ORD), a public repository of structured organic reaction records. The task is: describe an organic reaction: reactants, conditions, products, and yield Starting materials: O=C(n1ccnc1)n1ccnc1, NCC1CCCCC1, ClCCl, O=C(O)c1cccnc1SCCS(=O)(=O)c1ccccc1. Product: O=C(NCC1CCCCC1)c1cccnc1SCCS(=O)(=O)c1ccccc1. Reaction SMILES: [C:1]([n:2]1[cH:3][cH:4][n:5][cH:6]1)([n:7]1[cH:8][cH:9][n:10][cH:11]1)=[O:12].[CH:34]1([CH2:40][NH2:41])[CH2:35][CH2:36][CH2:37][CH2:38][CH2:39]1.[Cl:42][CH2:43][Cl:44].[c:13]1([S:19](=[O:20])(=[O:21])[CH2:22][CH2:23][S:24][c:25]2[c:26]([C:27](=[O:28])[OH:29])[cH:30][cH:31][cH:32][n:33]2)[cH:14][cH:15][cH:16][cH:17][cH:18]1>>[c:13]1([S:19](=[O:20])(=[O:21])[CH2:22][CH2:23][S:24][c:25]2[c:26]([C:27](=[O:29])[NH:41][CH2:40][CH:34]3[CH2:35][CH2:36][CH2:37][CH2:38][CH2:39]3)[cH:30][cH:31][cH:32][n:33]2)[cH:14][cH:15][cH:16][cH:17][cH:18]1. Starting materials: N(=O)[O-].[Na+] (sodium nitrite), O (water), NC=1SC=CC1S(=O)(=O)CC(=O)NCC1=CC=C(C=C1)Cl (2-((2-amino-3-thienyl)sulfonyl)-N-(4-chlorobenzyl)-acetamide). Run in C(C)(=O)O (acetic acid). Conditions: temperature 0 celsius, time 30 minute. Yields the product ClC1=CC=C(CNC(=O)C=2S(C3=C(NN2)SC=C3)(=O)=O)C=C1 (N-(4-Chlorobenzyl)-1H-thieno[2,3-e][1,3,4]thiadiazine-3-carboxamide 4,4-Dioxide). Yield: 68.4%. As a reaction SMILES: [N:1]([O-])=O.[Na+].O.[NH2:6][C:7]1[S:8][CH:9]=[CH:10][C:11]=1[S:12]([CH2:15][C:16]([NH:18][CH2:19][C:20]1[CH:25]=[CH:24][C:23]([Cl:26])=[CH:22][CH:21]=1)=[O:17])(=[O:14])=[O:13]>C(O)(=O)C>[Cl:26][C:23]1[CH:22]=[CH:21][C:20]([CH2:19][NH:18][C:16]([C:15]2[S:12](=[O:14])(=[O:13])[C:11]3[CH:10]=[CH:9][S:8][C:7]=3[NH:6][N:1]=2)=[O:17])=[CH:25][CH:24]=1 |f:0.1|. Reported procedure: A solution containing sodium nitrite (0.06 g) and water (1 mL) is cooled to 0° C. before adding a solution of 2-((2-amino-3-thienyl)sulfonyl)-N-(4-chlorobenzyl)-acetamide (Preparation 54, 0.255 g) in hot acetic acid (10 mL) dropwise. The solution is warmed to room temperature and stirred for 30 minutes. The reactionmixture is poured into a beaker containing ice. The crude product is collected by filtration and dried under high vacuum to provide 0.18 g (66%) of the title compound as a brown solid... The reactants are O=C([O-])O, Cc1cccc(C)c1C=CC1CCN(CC2OCCO2)C(=O)C1, Cl, [Na+], C1CCOC1. The product is Cc1cccc(C)c1C=CC1CCN(CC=O)C(=O)C1. Reaction SMILES: [C:25](=[O:26])([O-:27])[OH:28].[CH3:2][c:3]1[c:4]([CH:10]=[CH:11][CH:12]2[CH2:13][C:14](=[O:24])[N:15]([CH2:18][CH:19]3[O:20][CH2:23][CH2:22][O:21]3)[CH2:16][CH2:17]2)[c:5]([CH3:9])[cH:6][cH:7][cH:8]1.[ClH:1].[Na+:29].[O:30]1[CH2:31][CH2:32][CH2:33][CH2:34]1>>[CH3:2][c:3]1[c:4]([CH:10]=[CH:11][CH:12]2[CH2:13][C:14](=[O:24])[N:15]([CH2:18][CH:19]=[O:20])[CH2:16][CH2:17]2)[c:5]([CH3:9])[cH:6][cH:7][cH:8]1. Reactants: [Si](C)(C)(C(C)(C)C)OCCCC(=O)O[Li] (4-[tert-butyl(dimethyl)silyl]oxybutanoyloxylithium), OS(=O)(=O)[O-].[K+] (KHSO4). The solvent is C(C)(=O)OCC (ethyl acetate). Yields the product [Si](C)(C)(C(C)(C)C)OCCCC(=O)O (4-[tert-butyl(dimethyl)silyl]oxybutanoic acid). Yield: 94.9%. Reaction SMILES: [Si:1]([O:8][CH2:9][CH2:10][CH2:11][C:12]([O:14][Li])=[O:13])([C:4]([CH3:7])([CH3:6])[CH3:5])([CH3:3])[CH3:2].OS([O-])(=O)=O.[K+]>C(OCC)(=O)C>[Si:1]([O:8][CH2:9][CH2:10][CH2:11][C:12]([OH:14])=[O:13])([C:4]([CH3:7])([CH3:6])[CH3:5])([CH3:3])[CH3:2] |f:1.2|. Reported procedure: To a solution of 4-[tert-butyl(dimethyl)silyl]oxybutanoyloxylithium (8.0 g, 35.71 mmol) in ethyl acetate (10 mL), was carefully added KHSO4 (5%) to adjust pH to about 1. It was then extracted with ethyl acetate three times and organic extracts washed with brine and dried with anhydrous NaSO4. The organic extracts were concentrated to give the title compound (7.4 g, 95%). [M+H] Calc'd for C10H22O3Si, 219. Found, 219. Starting materials: CCNC(=C1Sc2ccccc2C1=O)c1ccccc1, CO, [Cl-], [Cl-], [Cl-], O, OO, [Ti+3]. Product: CCNC(=C1C(=O)c2ccccc2S1=O)c1ccccc1. RXN SMILES: [CH2:3]([CH3:4])[NH:5][C:6](=[C:7]1[C:8](=[O:16])[c:9]2[c:10]([cH:12][cH:13][cH:14][cH:15]2)[S:11]1)[c:17]1[cH:18][cH:19][cH:20][cH:21][cH:22]1.[CH3:23][OH:24].[Cl-:26].[Cl-:28].[Cl-:29].[OH2:25].[OH:1][OH:2].[Ti+3:27]>>[O:1]=[S:11]1[C:7](=[C:6]([NH:5][CH2:3][CH3:4])[c:17]2[cH:18][cH:19][cH:20][cH:21][cH:22]2)[C:8](=[O:16])[c:9]2[c:10]1[cH:12][cH:13][cH:14][cH:15]2. Starting materials: C(#N)C1=CC=CC2=CC=CC=C12 (1-cyanonaphthalene), C1CCOC1 (THF), C(CCC)[Li] (n-butyllithium), hexanes, C(C)(C)NC(C)C (diisopropylamine), C1CCOC1 (THF), C1CCOC1 (THF), [Li+].CC(C)[N-]C(C)C (LDA), C1CCOC1 (THF), C1CCOC1 (THF). Run at time 1 hour. Yields the product [Li+].CC(C)[N-]C(C)C (LDA), C1(=CC=CC2=CC=CC=C12)C=1NC(C2=CC=CC=C2C1)=O (3-(1-Naphthalenyl)-1(2H)-isoquinolinone). Isolated yield 83.0%. As a reaction SMILES: [CH2:1]([Li:5])[CH2:2][CH2:3][CH3:4].[CH:6]([NH:9][CH:10]([CH3:12])[CH3:11])([CH3:8])[CH3:7].[Li+].CC([N-]C(C)C)C.[C:21]([C:23]1[C:32]2[C:27](=[CH:28][CH:29]=[CH:30][CH:31]=2)[CH:26]=[CH:25][CH:24]=1)#[N:22].[CH2:33]1[CH2:37][O:36][CH2:35][CH2:34]1>>[Li+:5].[CH3:7][CH:6]([N-:9][CH:10]([CH3:12])[CH3:11])[CH3:8].[C:23]1([C:21]2[NH:22][C:35](=[O:36])[C:34]3[C:33]([CH:37]=2)=[CH:4][CH:3]=[CH:2][CH:1]=3)[C:32]2[C:27](=[CH:28][CH:29]=[CH:30][CH:31]=2)[CH:26]=[CH:25][CH:24]=1 |f:2.3,6.7|. Reported procedure: Part B. A solution of LDA in THF was prepared by the dropwise addition of 1.55M n-butyllithium in hexanes (130 mL, 202 mmol) to a solution of diisopropylamine (28.5 mL, 203 mmol) in THF (500 mL) at -78°. A solution of the product of Part A (30.00 g, 183.8 mmol) in THF (50 mL) was added dropwise at -78° to the LDA in THF solution, and the reaction mixture was stirred for one hour at -78°. A solution of 1-cyanonaphthalene (28.15 g, 183.8 mmol) in THF (50 mL) was then added dropwise to the reaction... Reactants: CO, CCc1[nH]c(C(=O)Nc2ccc(-c3nc(C(=O)OC)c(C)o3)cc2)nc1Cl, [Li+], C1CCOC1, [OH-]. The product is CCc1[nH]c(C(=O)Nc2ccc(-c3nc(C(=O)O)c(C)o3)cc2)nc1Cl. RXN SMILES: [CH3:30][OH:31].[Cl:1][c:2]1[n:3][c:4]([C:9](=[O:10])[NH:11][c:12]2[cH:13][cH:14][c:15](-[c:18]3[o:19][c:20]([CH3:27])[c:21]([C:23](=[O:24])[O:25][CH3:26])[n:22]3)[cH:16][cH:17]2)[nH:5][c:6]1[CH2:7][CH3:8].[Li+:28].[O:32]1[CH2:33][CH2:34][CH2:35][CH2:36]1.[OH-:29]>>[Cl:1][c:2]1[n:3][c:4]([C:9](=[O:10])[NH:11][c:12]2[cH:13][cH:14][c:15](-[c:18]3[o:19][c:20]([CH3:27])[c:21]([C:23](=[O:24])[OH:25])[n:22]3)[cH:16][cH:17]2)[nH:5][c:6]1[CH2:7][CH3:8]. As a reaction SMILES: [C:23](=[O:24])([O-:25])[O-:26].[CH2:1]([CH3:2])[O:3][C:4]([c:5]1[c:6]([Cl:11])[n:7][cH:8][cH:9][cH:10]1)=[O:12].[CH3:30][N:31]([CH3:32])[CH:33]=[O:34].[Cs+:27].[Cs+:28].[OH2:29].[n:13]1[s:14][n:15][c:16]2[c:17]1[cH:18][cH:19][c:20]([OH:22])[cH:21]2>>[CH2:1]([CH3:2])[O:3][C:4]([c:5]1[c:6]([O:22][c:20]2[cH:19][cH:18][c:17]3[n:13][s:14][n:15][c:16]3[cH:21]2)[n:7][cH:8][cH:9][cH:10]1)=[O:12]. Reactants: O=C([O-])[O-], CCOC(=O)c1cccnc1Cl, CN(C)C=O, [Cs+], [Cs+], O, Oc1ccc2nsnc2c1. Yields the product CCOC(=O)c1cccnc1Oc1ccc2nsnc2c1.